From a dataset of the Open Reaction Database (ORD), a public repository of structured organic reaction records. describe an organic reaction: reactants, conditions, products, and yield Starting materials: OC1(CCC1)C1=C(C=CC=C1)NC=O (N-(2-(1-hydroxycyclobutyl)phenyl)formamide), [OH-].[K+] (potassium hydroxide). Run in O (H2O), CO (methanol). Yields the product NC1=C(C=CC=C1)C1(CCC1)O (1-(2-aminophenyl)cyclobutanol). Reaction SMILES: [OH:1][C:2]1([C:6]2[CH:11]=[CH:10][CH:9]=[CH:8][C:7]=2[NH:12]C=O)[CH2:5][CH2:4][CH2:3]1.[OH-].[K+]>CO.O>[NH2:12][C:7]1[CH:8]=[CH:9][CH:10]=[CH:11][C:6]=1[C:2]1([OH:1])[CH2:5][CH2:4][CH2:3]1 |f:1.2|. Reported procedure: N-(2-(1-hydroxycyclobutyl)phenyl)formamide (103 mg, 0.539 mmol) and potassium hydroxide (0.015 mL, 0.539 mmol) were combined in methanol (3 mL) and the mixture was heated to reflux for 3 hours. The reaction mixture was diluted with H2O (25 mL) and extracted with ethyl acetate (3×25 mL). The combined organic layers were dried (Na2SO4), filtered and concentrated. The product was purified by flash chromatography (Analogix, 0 to 40% ethyl acetate in hexanes over 25 minutes, 4 g silica, 18 mL/minutes... Starting materials: NC1=C(SC=C1)C(=O)OC (Methyl 3-aminothiophene-2-carboxylate), C1(=CC=CC=C1)S(=O)(=O)Cl (benzenesulfonyl chloride). The solvent is N1=CC=CC=C1 (pyridine), C(C)(=O)OCC (ethyl acetate). Product: COC(=O)C=1SC=CC1NS(=O)(=O)C1=CC=CC=C1 (3-benzenesulfonylaminothiophene-2-carboxylic acid methyl ester). Isolated yield 92.4%. Reaction SMILES: [NH2:1][C:2]1[CH:6]=[CH:5][S:4][C:3]=1[C:7]([O:9][CH3:10])=[O:8].[C:11]1([S:17](Cl)(=[O:19])=[O:18])[CH:16]=[CH:15][CH:14]=[CH:13][CH:12]=1>N1C=CC=CC=1.C(OCC)(=O)C>[CH3:10][O:9][C:7]([C:3]1[S:4][CH:5]=[CH:6][C:2]=1[NH:1][S:17]([C:11]1[CH:16]=[CH:15][CH:14]=[CH:13][CH:12]=1)(=[O:19])=[O:18])=[O:8]. Procedure details: Methyl 3-aminothiophene-2-carboxylate (3.14 g, 20 mmol) was dissolved in pyridine (10 mL) at room temperature. The flask was sealed with a septum and a nitrogen inlet. The solution was treated slowly with a benzenesulfonyl chloride (2.5 mL, 19.5 mmol). The reaction was followed by thin layer chromatography. The reaction was diluted with ethyl acetate and washing with 2N HCl. The organic layer was washed with saturated, aqueous sodium chloride solution and dried over sodium sulfate. The solution ... Reactants: CN, CSc1ncnc2sc(C=O)cc12, ClCCl, [Mg+2], O=S(=O)([O-])[O-]. The product is CN=Cc1cc2c(SC)ncnc2s1. Reaction SMILES: [CH3:14][NH2:15].[CH3:1][S:2][c:3]1[c:4]2[c:5]([n:6][cH:7][n:8]1)[s:9][c:10]([CH:12]=[O:13])[cH:11]2.[Cl:22][CH2:23][Cl:24].[Mg+2:16].[O-:17][S:18]([O-:19])(=[O:20])=[O:21]>>[CH3:1][S:2][c:3]1[c:4]2[c:5]([n:6][cH:7][n:8]1)[s:9][c:10]([CH:12]=[N:15][CH3:14])[cH:11]2. Reactants: COCC(C)Oc1cc(Oc2ccc(C(=O)OC)nc2)cc(-c2ccc(C3=NCC(C)O3)[nH]2)c1, CO, [Cl-], [Li+], [NH4+], [OH-], O, O. Product: COCC(C)Oc1cc(Oc2ccc(C(=O)O)nc2)cc(-c2ccc(C3=NCC(C)O3)[nH]2)c1. RXN SMILES: [CH3:1][O:2][CH2:3][CH:4]([O:5][c:6]1[cH:7][c:8]([O:9][c:10]2[cH:11][cH:12][c:13]([C:16](=[O:17])[O:18][CH3:19])[n:14][cH:15]2)[cH:20][c:21](-[c:23]2[nH:24][c:25]([C:28]3=[N:32][CH2:31][CH:30]([CH3:33])[O:29]3)[cH:26][cH:27]2)[cH:22]1)[CH3:34].[CH3:41][OH:42].[Cl-:39].[Li+:38].[NH4+:40].[OH-:37].[OH2:35].[OH2:36]>>[CH3:1][O:2][CH2:3][CH:4]([O:5][c:6]1[cH:7][c:8]([O:9][c:10]2[cH:11][cH:12][c:13]([C:16](=[O:17])[OH:18])[n:14][cH:15]2)[cH:20][c:21](-[c:23]2[nH:24][c:25]([C:28]3=[N:32][CH2:31][CH:30]([CH3:33])[O:29]3)[cH:26][cH:27]2)[cH:22]1)[CH3:34]. RXN SMILES: [CH2:3]([c:4]1[cH:5][cH:6][cH:7][cH:8][cH:9]1)[O:10][c:11]1[cH:12][cH:13][c:14](-[n:17]2[c:18](=[O:30])[nH:19][c:20]3[c:21]2[n:22][cH:23][cH:24][c:25]3[C:26]([F:27])([F:28])[F:29])[cH:15][cH:16]1.[H-:2].[I:31][CH2:32][CH3:33].[Na+:1].[Na+:38].[O-:34][C:35]([OH:36])=[O:37].[O:39]=[CH:40][N:41]([CH3:42])[CH3:43]>>[CH2:3]([c:4]1[cH:5][cH:6][cH:7][cH:8][cH:9]1)[O:10][c:11]1[cH:12][cH:13][c:14](-[n:17]2[c:18](=[O:30])[n:19]([CH2:32][CH3:33])[c:20]3[c:21]2[n:22][cH:23][cH:24][c:25]3[C:26]([F:27])([F:28])[F:29])[cH:15][cH:16]1. The reactants are O=c1[nH]c2c(C(F)(F)F)ccnc2n1-c1ccc(OCc2ccccc2)cc1, [H-], CCI, [Na+], [Na+], O=C([O-])O, CN(C)C=O. Product: CCn1c(=O)n(-c2ccc(OCc3ccccc3)cc2)c2nccc(C(F)(F)F)c21. Starting materials: CS(=O)(=O)OCC1OC2=C(C=3N1C=1C=CC=C(C1C3)F)N=C(C=C2)Cl ((2-chloro-11-fluoro-6H-pyrido[2′,3′:5,6][1,3]oxazino[3,4-a]indol-6-yl)methyl methanesulfonate), [N-]=[N+]=[N-].[Na+] (NaN3), O (H2O). The solvent is CN(C)C=O (DMF). Reaction conditions: temperature 60 celsius, time 6 hour. The product is N(=[N+]=[N-])CC1OC2=C(C=3N1C=1C=CC=C(C1C3)F)N=C(C=C2)Cl (6-(azidomethyl)-2-chloro-11-fluoro-6H-pyrido[2′,3′:5,6][1,3]oxazino[3,4-a]indole). Isolated yield 97.4%. RXN SMILES: CS(O[CH2:6][CH:7]1[N:12]2[C:13]3[CH:14]=[CH:15][CH:16]=[C:17]([F:20])[C:18]=3[CH:19]=[C:11]2[C:10]2[N:21]=[C:22]([Cl:25])[CH:23]=[CH:24][C:9]=2[O:8]1)(=O)=O.[N-:26]=[N+:27]=[N-:28].[Na+].O>CN(C=O)C>[N:26]([CH2:6][CH:7]1[N:12]2[C:13]3[CH:14]=[CH:15][CH:16]=[C:17]([F:20])[C:18]=3[CH:19]=[C:11]2[C:10]2[N:21]=[C:22]([Cl:25])[CH:23]=[CH:24][C:9]=2[O:8]1)=[N+:27]=[N-:28] |f:1.2|. Procedure details: To a solution of (2-chloro-11-fluoro-6H-pyrido[2′,3′:5,6][1,3]oxazino[3,4-a]indol-6-yl)methyl methanesulfonate (5 g, 13.08 mmol) in DMF (50 mL), NaN3 (4.18 g, 39.25 mmol) was added at room temperature. The mixture was stirred at 60° C. for 6 hours under N2 protection. After H2O was added, the mixture was extracted with EtOAc (20 mL*3). The combined organic phases were washed with water and brine, dried over Na2SO4 and concentrated to provide 6-(azidomethyl)-2-chloro-11-fluoro-6H-pyrido[2′,3′:5,6... The reactants are BrC1=CC=C(C=C1)CC[N+](=O)[O-] (1-bromo-4-(2-nitroethyl)benzene), COC(CCCC=O)OC (5,5-dimethoxypentanal). Run in CCOC(=O)C.CCCCCC (EtOAc Hexane). Product: BrC1=CC=C(C=C1)C\C(=C/CCCC=O)\[N+](=O)[O-] ((E)-7-(4-bromophenyl)-6-nitrohept-5-enal). Yield: 43.0%. RXN SMILES: [Br:1][C:2]1[CH:7]=[CH:6][C:5]([CH2:8][CH2:9][N+:10]([O-:12])=[O:11])=[CH:4][CH:3]=1.C[O:14][CH:15](OC)[CH2:16][CH2:17][CH2:18][CH:19]=O>CCOC(C)=O.CCCCCC>[Br:1][C:2]1[CH:3]=[CH:4][C:5]([CH2:8]/[C:9](/[N+:10]([O-:12])=[O:11])=[CH:19]\[CH2:18][CH2:17][CH2:16][CH:15]=[O:14])=[CH:6][CH:7]=1 |f:2.3|. Procedure details: Prepared according to the general procedure B from 1-bromo-4-(2-nitroethyl)benzene 112h (24 mmol) and 5,5-dimethoxypentanal 131 (16 mmol) to provide the title compound as yellow oil (2.15 g, 43% yield) after silica gel chromatography (EtOAc/Hexane). The reactants are CS(=O)(=O)O, CCOC(C)=O, CN(C)Cc1ccc(CO)o1, NCCCO, [Na+], [Na+], O=C([O-])[O-], C1CCOC1. Yields the product CN(C)Cc1ccc(COCCCN)o1. As a reaction SMILES: [CH3:1][S:2](=[O:3])(=[O:4])[OH:5].[CH3:33][CH2:34][O:35][C:36](=[O:37])[CH3:38].[CH3:6][N:7]([CH3:8])[CH2:9][c:10]1[cH:11][cH:12][c:13]([CH2:15][OH:16])[o:14]1.[NH2:17][CH2:18][CH2:19][CH2:20][OH:21].[Na+:22].[Na+:23].[O-:24][C:25](=[O:26])[O-:27].[O:28]1[CH2:29][CH2:30][CH2:31][CH2:32]1>>[CH3:6][N:7]([CH3:8])[CH2:9][c:10]1[cH:11][cH:12][c:13]([CH2:15][O:16][CH2:20][CH2:19][CH2:18][NH2:17])[o:14]1.